This data is from the Open Reaction Database (ORD), a public repository of structured organic reaction records. The task is: describe an organic reaction: reactants, conditions, products, and yield Starting materials: CCOC(=O)c1nc(Br)c2c(c1O)c(C#N)c(-c1ccc(F)cc1)n2-c1ccccc1, C[Sn](C)(C)C, Cl[Pd]Cl, c1ccc(P(c2ccccc2)c2ccccc2)cc1, c1ccc(P(c2ccccc2)c2ccccc2)cc1. Product: CCOC(=O)c1nc(C)c2c(c1O)c(C#N)c(-c1ccc(F)cc1)n2-c1ccccc1. RXN SMILES: [CH2:1]([CH3:2])[O:3][C:4](=[O:5])[c:6]1[c:7]([OH:31])[c:8]2[c:9]([c:10]([Br:12])[n:11]1)[n:13](-[c:25]1[cH:26][cH:27][cH:28][cH:29][cH:30]1)[c:14](-[c:18]1[cH:19][cH:20][c:21]([F:24])[cH:22][cH:23]1)[c:15]2[C:16]#[N:17].[CH3:32][Sn:33]([CH3:34])([CH3:35])[CH3:36].[Pd:37]([Cl:38])[Cl:39].[c:40]1([P:41]([c:42]2[cH:43][cH:44][cH:45][cH:46][cH:47]2)[c:48]2[cH:49][cH:50][cH:51][cH:52][cH:53]2)[cH:54][cH:55][cH:56][cH:57][cH:58]1.[c:59]1([P:60]([c:61]2[cH:62][cH:63][cH:64][cH:65][cH:66]2)[c:67]2[cH:68][cH:69][cH:70][cH:71][cH:72]2)[cH:73][cH:74][cH:75][cH:76][cH:77]1>>[CH2:1]([CH3:2])[O:3][C:4](=[O:5])[c:6]1[c:7]([OH:31])[c:8]2[c:9]([c:10]([CH3:32])[n:11]1)[n:13](-[c:25]1[cH:26][cH:27][cH:28][cH:29][cH:30]1)[c:14](-[c:18]1[cH:19][cH:20][c:21]([F:24])[cH:22][cH:23]1)[c:15]2[C:16]#[N:17]. Starting materials: [Ag+], CC1CCC(C(C)(C)Br)CC1, ClCCl, O=S(=O)([O-])C(F)(F)F, C1COCCO1, CCOC(=O)C(=NO)C(C)=O. Product: CCOC(=O)C(=NOC(C)(C)C1CCC(C)CC1)C(C)=O. Reaction SMILES: [Ag+:40].[Br:1][C:2]([CH3:3])([CH3:4])[CH:5]1[CH2:6][CH2:7][CH:8]([CH3:11])[CH2:9][CH2:10]1.[Cl:23][CH2:24][Cl:25].[F:32][C:33]([F:34])([F:35])[S:36]([O-:37])(=[O:38])=[O:39].[O:26]1[CH2:27][CH2:28][O:29][CH2:30][CH2:31]1.[OH:12][N:13]=[C:14]([C:15](=[O:16])[O:17][CH2:18][CH3:19])[C:20]([CH3:21])=[O:22]>>[C:2]([CH3:3])([CH3:4])([CH:5]1[CH2:6][CH2:7][CH:8]([CH3:11])[CH2:9][CH2:10]1)[O:12][N:13]=[C:14]([C:15](=[O:16])[O:17][CH2:18][CH3:19])[C:20]([CH3:21])=[O:22]. Starting materials: C=1C=C[NH+]=CC1.[O-][Cr](=O)(=O)Cl (PCC), ClC=1C=C(C(=C(C1)C(C)O)OC)OC (1-(5-Chloro-2,3-dimethoxy-phenyl)-ethanol), C=1C=C[NH+]=CC1.[O-][Cr](=O)(=O)Cl (PCC), C=1C=C[NH+]=CC1.[O-][Cr](=O)(=O)Cl (PCC), C=1C=C[NH+]=CC1.[O-][Cr](=O)(=O)Cl (PCC). The solvent is C(Cl)Cl (DCM), CC(C)(C)OC (TBME), CC(C)(C)OC (TBME), C(Cl)Cl (DCM), C(Cl)Cl (DCM). Run at time 40 minute. Yields the product ClC=1C=C(C(=C(C1)C(C)=O)OC)OC (1-(5-Chloro-2,3-dimethoxy-phenyl)-ethanone). Yield: 72.0%. Reaction SMILES: [Cl:1][C:2]1[CH:3]=[C:4]([O:13][CH3:14])[C:5]([O:11][CH3:12])=[C:6]([CH:8]([OH:10])[CH3:9])[CH:7]=1.C1C=C[NH+]=CC=1.[O-][Cr](Cl)(=O)=O>C(Cl)Cl.CC(OC)(C)C>[Cl:1][C:2]1[CH:3]=[C:4]([O:13][CH3:14])[C:5]([O:11][CH3:12])=[C:6]([C:8](=[O:10])[CH3:9])[CH:7]=1 |f:1.2|. Reported procedure: 1-(5-Chloro-2,3-dimethoxy-phenyl)-ethanol (204 g, 943 mmol) was dissolved in DCM (2.0 L) and PCC (was added to the reaction mixture in portions, over 2 hours. Over the first 1.5 hours the temperature increased from 17.2° C. to 30.7° C. while a total of 315 g PCC was added. Addition of the remaining PCC did not result in a temperature increase. The reaction mixture was tested by TLC 1 hour after the PCC addition was completed; full conversion was observed. After an additional 40 min, 2 L TBME was... Reactants: CC(=O)Cl, CC(C)=O, COc1ccc(C(N)=S)cc1, O, c1ccncc1. Product: COc1ccc(C(=S)NC(C)=O)cc1. Reaction SMILES: [CH3:1][C:2]([Cl:3])=[O:4].[CH3:23][C:24](=[O:25])[CH3:26].[CH3:5][O:6][c:7]1[cH:8][cH:9][c:10]([C:11](=[S:12])[NH2:13])[cH:14][cH:15]1.[OH2:22].[cH:16]1[cH:17][cH:18][n:19][cH:20][cH:21]1>>[CH3:1][C:2](=[O:4])[NH:13][C:11]([c:10]1[cH:9][cH:8][c:7]([O:6][CH3:5])[cH:15][cH:14]1)=[S:12]. Reactants: COC=1C=C(C=CC1[N+](=O)[O-])N1CCC(CC1)CCS(=O)(=O)C (1-[3-(methyloxy)-4-nitrophenyl]-4-[2-(methylsulfonyl)ethyl]piperidine), Cl[Sn]Cl (SnCl2). Run in C1CCOC1 (THF), Cl (HCl). Conditions: time 8 hour. Yields the product COC1=C(N)C=CC(=C1)N1CCC(CC1)CCS(=O)(=O)C (2-(methyloxy)-4-{4-[2-(methylsulfonyl)ethyl]-1-piperidinyl}aniline). Yield: 100.0%. RXN SMILES: [CH3:1][O:2][C:3]1[CH:4]=[C:5]([N:12]2[CH2:17][CH2:16][CH:15]([CH2:18][CH2:19][S:20]([CH3:23])(=[O:22])=[O:21])[CH2:14][CH2:13]2)[CH:6]=[CH:7][C:8]=1[N+:9]([O-])=O.Cl[Sn]Cl>C1COCC1.Cl>[CH3:1][O:2][C:3]1[CH:4]=[C:5]([N:12]2[CH2:13][CH2:14][CH:15]([CH2:18][CH2:19][S:20]([CH3:23])(=[O:22])=[O:21])[CH2:16][CH2:17]2)[CH:6]=[CH:7][C:8]=1[NH2:9]. Reported procedure: To 1-[3-(methyloxy)-4-nitrophenyl]-4-[2-(methylsulfonyl)ethyl]piperidine (0.42 g, 1.3 mmol) in THF (60 mL) cooled to 0° C. was added SnCl2 (1.0 g, 5.4 mmol) dissolved in conc. HCl dropwise. The solution was stirred overnight at room temperature (TLC confirms consumption of starting material). The mixture was cooled to 0° C. and quenched with 6 N NaOH (25 mL). The solution was poured into EtOAc and H2O was washed with brine, back extracted with EtOAc, dried (MgSO4), filtered, and rotovaped down t... Reactants: ClC=1C=C2C=CC(=CC2=CC1)S(=O)(=O)N1CC(N(C(C1)=O)N(C1CCN(CC1)C1=CC=NC=C1)C)C(=O)O (4-[(6-Chloro-2-naphthyl)sulfonyl)-1-[methyl[1-(4-pyridinyl)-4-piperidinyl]amino]-6-oxo-2-piperazinecarboxylic Acid), CN(CCN)C (N,N-dimethyl ethylenediamine). As a reaction SMILES: [Cl:1][C:2]1[CH:3]=[C:4]2[C:9](=[CH:10][CH:11]=1)[CH:8]=[C:7]([S:12]([N:15]1[CH2:20][C:19](=[O:21])[N:18]([N:22]([CH3:35])[CH:23]3[CH2:28][CH2:27][N:26]([C:29]4[CH:34]=[CH:33][N:32]=[CH:31][CH:30]=4)[CH2:25][CH2:24]3)[CH:17]([C:36](O)=[O:37])[CH2:16]1)(=[O:14])=[O:13])[CH:6]=[CH:5]2.[CH3:39][N:40]([CH3:44])[CH2:41][CH2:42][NH2:43]>>[ClH:1].[ClH:1].[Cl:1][C:2]1[CH:3]=[C:4]2[C:9](=[CH:10][CH:11]=1)[CH:8]=[C:7]([S:12]([N:15]1[CH2:20][C:19](=[O:21])[N:18]([N:22]([CH3:35])[CH:23]3[CH2:28][CH2:27][N:26]([C:29]4[CH:30]=[CH:31][N:32]=[CH:33][CH:34]=4)[CH2:25][CH2:24]3)[CH:17]([C:36]([NH:43][CH2:42][CH2:41][N:40]([CH3:44])[CH3:39])=[O:37])[CH2:16]1)(=[O:14])=[O:13])[CH:6]=[CH:5]2 |f:2.3.4|. Procedure: Similarly to Example 116 and using 4-[(6-chloro-2-naphthyl)sulfonyl)-1-[methyl[1-(4-pyridinyl)-4-piperidinyl]amino]-6-oxo-2-piperazinecarboxylic acid (0.18 g) obtained in Example 110 and N,N-dimethyl ethylenediamine (0.035 ml), the title compound (0.17 g) was obtained as a pale yellow powder. Yields the product Cl.Cl.ClC=1C=C2C=CC(=CC2=CC1)S(=O)(=O)N1CC(N(C(C1)=O)N(C1CCN(CC1)C1=CC=NC=C1)C)C(=O)NCCN(C)C (4-[(6-Chloro-2-naphthyl)sulfonyl]-N-[2-(dimethylamino)ethyl]-1-[methyl[1-(4-pyridinyl)-4-piperidinyl]amino]-6-oxo-2-piperazinecarboxamide Dihydrochloride).